Dataset: the Open Reaction Database (ORD), a public repository of structured organic reaction records. Task: describe an organic reaction: reactants, conditions, products, and yield Starting materials: COC(=O)C=1C=C(C=C(C1)NN)C1=CC=C(C=C1)C (5-hydrazino-4′-methyl-biphenyl-3-carboxylic acid methyl ester), CN(C)C=NC(C(C)C)=O (N-dimethylaminomethylene-isobutyramide). Run in CC(=O)O (HOAc). Reaction conditions: temperature 90 celsius. The product is COC(=O)C=1C=C(C=C(C1)N1N=CN=C1C(C)C)C1=CC=C(C=C1)C (5-(5-isopropyl-[1,2,4]triazol-1-yl)-4′-methyl-biphenyl-3-carboxylic acid methyl ester), solid. The yield is 74.6%. RXN SMILES: [CH3:1][O:2][C:3]([C:5]1[CH:6]=[C:7]([C:13]2[CH:18]=[CH:17][C:16]([CH3:19])=[CH:15][CH:14]=2)[CH:8]=[C:9]([NH:11][NH2:12])[CH:10]=1)=[O:4].CN([CH:23]=[N:24][C:25](=O)[CH:26]([CH3:28])[CH3:27])C>CC(O)=O>[CH3:1][O:2][C:3]([C:5]1[CH:6]=[C:7]([C:13]2[CH:18]=[CH:17][C:16]([CH3:19])=[CH:15][CH:14]=2)[CH:8]=[C:9]([N:11]2[C:25]([CH:26]([CH3:28])[CH3:27])=[N:24][CH:23]=[N:12]2)[CH:10]=1)=[O:4]. Procedure: To a solution of 5-hydrazino-4′-methyl-biphenyl-3-carboxylic acid methyl ester (300 mg, 1.17 mmol) in HOAc (5 mL) was added N-dimethylaminomethylene-isobutyramide (233 mg. 1.4 mmol) in one portion. The mixture was heated to 90° C. for two hours. After removing the excess HOAc, the residue was dissolved in EtOAc and washed with saturated aqueous NaHCO3. The organic layer was dried over anhydrous sodium sulfate, filtered, and concentrated under reduced pressure. The residue was purified by flash c... Starting materials: COc1cc(-c2nc(CCO)c[nH]2)ccc1[N+](=O)[O-], CO. Product: COc1cc(-c2nc(CCO)c[nH]2)ccc1N. Reaction SMILES: [CH3:1][O:2][c:3]1[cH:4][c:5](-[c:12]2[nH:13][cH:14][c:15]([CH2:17][CH2:18][OH:19])[n:16]2)[cH:6][cH:7][c:8]1[N+:9]([O-:10])=[O:11].[CH3:20][OH:21]>>[CH3:1][O:2][c:3]1[cH:4][c:5](-[c:12]2[nH:13][cH:14][c:15]([CH2:17][CH2:18][OH:19])[n:16]2)[cH:6][cH:7][c:8]1[NH2:9]. Starting materials: O=C(O)CNC(=O)c1ccccc1, ClCCCl, CCN(C(C)C)C(C)C, Clc1ccc(N2CCNCC2)cc1, CN(C)C=O, On1nnc2ccccc21. Product: O=C(NCC(=O)N1CCN(c2ccc(Cl)cc2)CC1)c1ccccc1. As a reaction SMILES: [C:1]([c:2]1[cH:3][cH:4][cH:5][cH:6][cH:7]1)(=[O:8])[NH:9][CH2:10][C:11](=[O:12])[OH:13].[CH2:37]([Cl:38])[CH2:39][Cl:40].[CH:41]([N:42]([CH2:43][CH3:44])[CH:45]([CH3:46])[CH3:47])([CH3:48])[CH3:49].[Cl:14][c:15]1[cH:16][cH:17][c:18]([N:21]2[CH2:22][CH2:23][NH:24][CH2:25][CH2:26]2)[cH:19][cH:20]1.[O:50]=[CH:51][N:52]([CH3:53])[CH3:54].[OH:27][n:28]1[c:29]2[c:30]([cH:31][cH:32][cH:33][cH:34]2)[n:35][n:36]1>>[C:1]([c:2]1[cH:3][cH:4][cH:5][cH:6][cH:7]1)(=[O:8])[NH:9][CH2:10][C:11](=[O:13])[N:24]1[CH2:23][CH2:22][N:21]([c:18]2[cH:17][cH:16][c:15]([Cl:14])[cH:20][cH:19]2)[CH2:26][CH2:25]1. Reactants: CN(C)C=O, OC1(Cc2ccccc2F)CCCCCC1, [H-], [Na+], O, c1ccccc1. Yields the product c1ccc2c(c1)CC1(CCCCCC1)O2. As a reaction SMILES: [CH3:19][N:20]([CH3:21])[CH:22]=[O:23].[F:3][c:4]1[c:5]([CH2:6][C:7]2([OH:14])[CH2:8][CH2:9][CH2:10][CH2:11][CH2:12][CH2:13]2)[cH:15][cH:16][cH:17][cH:18]1.[H-:1].[Na+:2].[OH2:24].[cH:25]1[cH:26][cH:27][cH:28][cH:29][cH:30]1>>[c:4]12[c:5]([cH:15][cH:16][cH:17][cH:18]1)[CH2:6][C:7]1([CH2:8][CH2:9][CH2:10][CH2:11][CH2:12][CH2:13]1)[O:14]2. Reactants: IC1=CC=2C3=C(NC2C=C1)CCN(C3)C (8-iodo-2-methyl-2,3,4,5-tetrahydro-1H-pyrido[4,3-b]indole), ClCC(=O)N1CCCCC1 (2-chloro-1-(piperidin-1-yl)ethanone). The solvent is C1CCOC1 (THF), C1CCOC1 (THF). Conditions: time 0.5 hour. Product: IC1=CC=2C3=C(N(C2C=C1)CC(=O)N1CCCCC1)CCN(C3)C (2-(1,2,3,4-tetrahydro-8-iodo-2-methylpyrido[4,3-b]indol-5-yl)-1-(piperidin-1-yl)ethanone). RXN SMILES: [I:1][C:2]1[CH:10]=[CH:9][C:8]2[NH:7][C:6]3[CH2:11][CH2:12][N:13]([CH3:15])[CH2:14][C:5]=3[C:4]=2[CH:3]=1.Cl[CH2:17][C:18]([N:20]1[CH2:25][CH2:24][CH2:23][CH2:22][CH2:21]1)=[O:19]>C1COCC1>[I:1][C:2]1[CH:10]=[CH:9][C:8]2[N:7]([CH2:17][C:18]([N:20]3[CH2:25][CH2:24][CH2:23][CH2:22][CH2:21]3)=[O:19])[C:6]3[CH2:11][CH2:12][N:13]([CH3:15])[CH2:14][C:5]=3[C:4]=2[CH:3]=1. Procedure details: Sodium hydride was washed with hexane for removal of oil and dried under vacuum. Then sodium hydride was taken in THF. To this solution 8-iodo-2-methyl-2,3,4,5-tetrahydro-1H-pyrido[4,3-b]indole (100 mg, 0.32 mmol) in THF was added drop wise at 0° C. Then reaction mixture stirred for 0.5 h. The solution of 2-chloro-1-(piperidin-1-yl)ethanone in THF was added drop wise in reaction mixture. Then reaction mixture stirred at rt for 2 h. Reaction monitored by TLC, after completion of reaction, reactio... The reactants are ClC1=C(C=C(C(=O)O)C=C1)C(F)(F)F (4-chloro-3-(trifluoromethyl)benzoic acid), Cl.CN(CCCN=C=NCC)C (1-(3-dimethylaminopropyl)-3-ethylcarbodiimide hydrochloride), ClC=1C=C(C=CC1Cl)C1CN(CC1NC)C(=O)C1CCN(CC1)C(=O)C1(CC1)C ({4-[(3SR,4RS)-3-(3,4-dichloro-phenyl)-4-methylamino-pyrrolidine-1-carbonyl]-piperidin-1-yl}-(1-methyl-cyclopropyl)-methanone). Solvent: ClCCl (dichloromethane), ClCCl (dichloromethane). Conditions: time 3 day. Product: ClC1=C(C=C(C(=O)N(C)C2CN(CC2C2=CC(=C(C=C2)Cl)Cl)C(=O)C2CCN(CC2)C(=O)C2(CC2)C)C=C1)C(F)(F)F (4-Chloro-N-{(3RS,4SR)-4-(3,4-dichloro-phenyl)-1-[1-(1-methyl-cyclopropanecarbonyl)-piperidine-4-carbonyl]-pyrrolidin-3-yl}-N-methyl-3-trifluoromethyl-benzamide). The yield is 88.8%. Reaction SMILES: [Cl:1][C:2]1[CH:10]=[CH:9][C:5]([C:6]([OH:8])=O)=[CH:4][C:3]=1[C:11]([F:14])([F:13])[F:12].Cl.CN(C)CCCN=C=NCC.[Cl:27][C:28]1[CH:29]=[C:30]([CH:35]2[CH:39]([NH:40][CH3:41])[CH2:38][N:37]([C:42]([CH:44]3[CH2:49][CH2:48][N:47]([C:50]([C:52]4([CH3:55])[CH2:54][CH2:53]4)=[O:51])[CH2:46][CH2:45]3)=[O:43])[CH2:36]2)[CH:31]=[CH:32][C:33]=1[Cl:34]>ClCCl>[Cl:1][C:2]1[CH:10]=[CH:9][C:5]([C:6]([N:40]([CH:39]2[CH:35]([C:30]3[CH:31]=[CH:32][C:33]([Cl:34])=[C:28]([Cl:27])[CH:29]=3)[CH2:36][N:37]([C:42]([CH:44]3[CH2:45][CH2:46][N:47]([C:50]([C:52]4([CH3:55])[CH2:54][CH2:53]4)=[O:51])[CH2:48][CH2:49]3)=[O:43])[CH2:38]2)[CH3:41])=[O:8])=[CH:4][C:3]=1[C:11]([F:14])([F:13])[F:12] |f:1.2|. Procedure details: To a mixture of 4-chloro-3-(trifluoromethyl)benzoic acid (31 mg, 0.14 mmol) and 1-(3-dimethylaminopropyl)-3-ethylcarbodiimide hydrochloride (27 mg, 0.14 mmol) was added at 0° C. under an atmosphere of nitrogen a solution {4-[(3SR,4RS)-3-(3,4-dichloro-phenyl)-4-methylamino-pyrrolidine-1-carbonyl]-piperidin-1-yl}-(1-methyl-cyclopropyl)-methanone (50 mg, 0.11 mmol) in dichloromethane (1 mL). The solution was stirred for 3 d in a thawing ice bath. The resulting solution was diluted with dichlorometh... Reactants: Cl.N1C=NC2=C1CC[C@H](C2)C(=O)O ((R)-4,5,6,7-tetrahydro-1H-benzimidazole-5-carboxylic acid monohydrochloride), S(=O)(Cl)Cl (thionyl chloride), C(OC)COC (dimethoxyethane). Run at temperature -40 celsius, time 3 hour. Yields the product N1C=NC2=C1CC[C@H](C2)C(=O)Cl ((R)-4,5,6,7-tetrahydro-1H-benzimidazole-5-carbonyl chloride), Cl.CN1C=C(C2=CC=CC=C12)C(=O)[C@H]1CC2=C(NC=N2)CC1 ((−)-(R)-5-[(1-methyl-1H-indol-3-yl)carbonyl]-4,5,6,7-tetrahydro-1H-benzimidazole monohydrochloride). Yield: 78.8%. RXN SMILES: [ClH:1].[NH:2]1[C:6]2[CH2:7][CH2:8][C@@H:9]([C:11]([OH:13])=O)[CH2:10][C:5]=2[N:4]=[CH:3]1.S(Cl)([Cl:16])=O.[CH2:18]([CH2:21]OC)OC>>[NH:2]1[C:6]2[CH2:7][CH2:8][C@@H:9]([C:11]([Cl:16])=[O:13])[CH2:10][C:5]=2[N:4]=[CH:3]1.[ClH:1].[CH3:3][N:2]1[C:18]2[C:21](=[CH:7][CH:8]=[CH:9][CH:10]=2)[C:5]([C:11]([C@@H:9]2[CH2:8][CH2:7][C:6]3[NH:2][CH:3]=[N:4][C:5]=3[CH2:10]2)=[O:13])=[CH:6]1 |f:0.1,5.6|. Procedure: By heating a mixture of 4.05 g of (R)-4,5,6,7-tetrahydro-1H-benzimidazole-5-carboxylic acid monohydrochloride (99.4% e.e.), 120 ml of dimethoxyethane and 5.47 g of thionyl chloride at 70° C. for 2 hours, (R)-4,5,6,7-tetrahydro-1H-benzimidazole-5-carbonyl chloride was synthesized, and the solvent was evaporated under a reduced pressure. A 80 ml portion of toluene was added to the residue and again evaporated under a reduced pressure, and the residue was mixed with 120 ml of toluene and 5.24 g of ... Reactants: BrC1=CC=CC(=N1)C(=O)OC (methyl 6-bromopicolinate), FC1=C(C=C(C=C1)C=O)B(O)O (2-fluoro-5-formylphenylboronic acid), C(=O)([O-])[O-].[Na+].[Na+] (Na2CO3). Reagents/catalysts: C1=CC=C(C=C1)P([C-]2C=CC=C2)C3=CC=CC=C3.C1=CC=C(C=C1)P([C-]2C=CC=C2)C3=CC=CC=C3.Cl[Pd]Cl.[Fe+2].C(Cl)Cl (Pd(dppf)Cl2 DCM). Solvent: COCCOC (DME). Run at temperature 120 celsius. The product is FC1=C(C=C(C=C1)C=O)C1=CC=CC(=N1)C(=O)OC (methyl 6-(2-fluoro-5-formylphenyl)picolinate). RXN SMILES: Br[C:2]1[N:7]=[C:6]([C:8]([O:10][CH3:11])=[O:9])[CH:5]=[CH:4][CH:3]=1.[F:12][C:13]1[CH:18]=[CH:17][C:16]([CH:19]=[O:20])=[CH:15][C:14]=1B(O)O.C([O-])([O-])=O.[Na+].[Na+]>COCCOC.C1C=CC(P(C2C=CC=CC=2)[C-]2C=CC=C2)=CC=1.C1C=CC(P(C2C=CC=CC=2)[C-]2C=CC=C2)=CC=1.Cl[Pd]Cl.[Fe+2].C(Cl)Cl>[F:12][C:13]1[CH:18]=[CH:17][C:16]([CH:19]=[O:20])=[CH:15][C:14]=1[C:2]1[N:7]=[C:6]([C:8]([O:10][CH3:11])=[O:9])[CH:5]=[CH:4][CH:3]=1 |f:2.3.4,6.7.8.9.10|. Reported procedure: To a solution of methyl 6-bromopicolinate (1.0 equiv.) in DME (0.03 M) in a microwave vial was added Pd(dppf)Cl2-DCM (0.05 equiv.), 2-fluoro-5-formylphenylboronic acid (1.5 equiv.) and 2M Na2CO3 (2 equiv.). The reagents were heated to 120° C. for 20 min. A mixture of the desired product and the corresponding carboxylic acid was detected by LC/MS, the reaction was diluted with ethyl acetate, washed with HCl (pH=5), the acidic phase was extracted with ethyl acetate, the combined organic layers wer... Starting materials: BrC=1C(=NC=C(C1)N1C(C2=CC=CC=C2C1=O)=O)[C@H](CC1=CC(=CC(=C1)F)F)NC(OC(C)(C)C)=O ((S)-tert-butyl 1-(3-bromo-5-(1,3-dioxoisoindolin-2-yl)pyridin-2-yl)-2-(3,5-difluorophenyl)ethylcarbamate). Run in C(C)O (ethanol), O.NN (hydrazine monohydrate), C(C)O (ethanol). Run at time 2 hour. The product is NC=1C=C(C(=NC1)[C@H](CC1=CC(=CC(=C1)F)F)NC(OC(C)(C)C)=O)Br ((S)-tert-butyl (1-(5-amino-3-bromopyridin-2-yl)-2-(3,5-difluorophenyl)ethyl)carbamate). As a reaction SMILES: [Br:1][C:2]1[C:3]([C@@H:19]([NH:29][C:30](=[O:36])[O:31][C:32]([CH3:35])([CH3:34])[CH3:33])[CH2:20][C:21]2[CH:26]=[C:25]([F:27])[CH:24]=[C:23]([F:28])[CH:22]=2)=[N:4][CH:5]=[C:6]([N:8]2C(=O)C3C(=CC=CC=3)C2=O)[CH:7]=1>C(O)C.O.NN>[NH2:8][C:6]1[CH:7]=[C:2]([Br:1])[C:3]([C@@H:19]([NH:29][C:30](=[O:36])[O:31][C:32]([CH3:33])([CH3:35])[CH3:34])[CH2:20][C:21]2[CH:26]=[C:25]([F:27])[CH:24]=[C:23]([F:28])[CH:22]=2)=[N:4][CH:5]=1 |f:2.3|. Reported procedure: To a mixture of (S)-tert-butyl (1-(3-bromo-5-(1,3-dioxoisoindolin-2-yl)pyridin-2-yl)-2-(3,5-difluorophenyl)ethyl)carbamate (30E, 1.5 g, 2.7 mmol) in 27 ml of ethanol, 0.9 ml of hydrazine monohydrate was added and stirred at room temperature for 2 hours. To the reaction mixture, ethanol was added and filtrated, and the filtrate was concentrated. The residue was diluted with ethyl acetate, and washed with water and then with a saturated sodium chloride solution. The organic layer was dried over an... Reactants: C(C)C1(CCCC2=CC=CC=C12)CC(=C)C(F)(F)F (1-Ethyl-1-[2-(trifluoromethyl)-2-propen-1-yl]-1,2,3,4-tetrahydronaphthalene), C(C)C1(CCCC2=CC=CC=C12)CC(=C)C(F)(F)F (1-Ethyl-1-[2-(trifluoromethyl)-2-propen-1-yl]-1,2,3,4-tetrahydronaphthalene), CO (methanol), CSC (Dimethyl sulphide). Reaction conditions: temperature -78 celsius, time 10 minute. The product is C(C)C1(CCCC2=CC=CC=C12)CC(C(F)(F)F)=O (3-(1-Ethyl-1,2,3,4-tetrahydro-1-naphthalenyl)-1,1,1-trifluoro-2-propanone). Yield: 26.0%. As a reaction SMILES: [CH2:1]([C:3]1([CH2:13][C:14]([C:16]([F:19])([F:18])[F:17])=C)[C:12]2[C:7](=[CH:8][CH:9]=[CH:10][CH:11]=2)[CH2:6][CH2:5][CH2:4]1)[CH3:2].CSC.C[OH:24]>>[CH2:1]([C:3]1([CH2:13][C:14](=[O:24])[C:16]([F:19])([F:18])[F:17])[C:12]2[C:7](=[CH:8][CH:9]=[CH:10][CH:11]=2)[CH2:6][CH2:5][CH2:4]1)[CH3:2]. Procedure: 1-Ethyl-1-[2-(trifluoromethyl)-2-propen-1-yl]-1,2,3,4-tetrahydronaphthalene (Intermediate 12) (120 mg, 0.447 mmole) was dissolved in methanol (25 ml) and cooled to −78° C. Ozone was bubbled through the solution for 5 min followed by oxygen for 10 min then nitrogen for 10 min. Dimethyl sulphide (4 ml, 54 mmole) was added and the dry-ice bath was removed to bring the mixture to room temperature. Stirring was continued for 30 min then volatiles were removed in vacuo. The residue was purified on a 1...